Dataset: the Open Reaction Database (ORD), a public repository of structured organic reaction records. Task: describe an organic reaction: reactants, conditions, products, and yield Reactants: C(C)(C)(C)OC(=O)N1[C@@H]([C@H](CC1)O)CN1C2=C(C=3C=C(C=CC13)C#N)C[C@@H](C2)NC(=O)OC(C)C ((2R,3S)-2-((S)-7-cyano-2-isopropoxycarbonylamino-2,3-dihydro-1H-cyclopenta[b]indol-4-ylmethyl)-3-hydroxy-pyrrolidine-1-carboxylic acid tert-butyl ester), Cl (hydrogen chloride), C([O-])(O)=O.[Na+] (sodium bicarbonate), C=O (formaldehyde), C(C)(=O)O[BH-](OC(C)=O)OC(C)=O.[Na+] (sodium triacetoxyborohydride). The solvent is ClCCl (dichloromethane), C(C)O (ethanol), O1CCOCC1 (1,4-dioxane). Run at time 3 hour. Yields the product C(C)(C)OC(N[C@H]1CC2=C(N(C=3C=CC(=CC23)C#N)C[C@H]2N(CC[C@@H]2O)C)C1)=O ([(S)-7-Cyano-4-((2R,3S)-3-hydroxy-1-methyl-pyrrolidin-2-ylmethyl)-1,2,3,4-tetrahydrocyclopenta[b]indol-2-yl]-carbamic acid isopropyl ester). The yield is 62.9%. Reaction SMILES: C(O[C:6]([N:8]1[CH2:12][CH2:11][C@H:10]([OH:13])[C@H:9]1[CH2:14][N:15]1[C:23]2[CH:22]=[CH:21][C:20]([C:24]#[N:25])=[CH:19][C:18]=2[C:17]2[CH2:26][C@H:27]([NH:29][C:30]([O:32][CH:33]([CH3:35])[CH3:34])=[O:31])[CH2:28][C:16]1=2)=O)(C)(C)C.Cl.C=O.C(O[BH-](OC(=O)C)OC(=O)C)(=O)C.[Na+].C(=O)(O)[O-].[Na+]>C(O)C.O1CCOCC1.ClCCl>[CH:33]([O:32][C:30](=[O:31])[NH:29][C@@H:27]1[CH2:28][C:16]2[N:15]([CH2:14][C@@H:9]3[C@@H:10]([OH:13])[CH2:11][CH2:12][N:8]3[CH3:6])[C:23]3[CH:22]=[CH:21][C:20]([C:24]#[N:25])=[CH:19][C:18]=3[C:17]=2[CH2:26]1)([CH3:35])[CH3:34] |f:3.4,5.6|. Procedure details: A solution of (2R,3S)-2-((S)-7-cyano-2-isopropoxycarbonylamino-2,3-dihydro-1H-cyclopenta[b]indol-4-ylmethyl)-3-hydroxy-pyrrolidine-1-carboxylic acid tert-butyl ester (3.10 g, 6.42 mmol) in ethanol (20 mL) is treated with 4 N hydrogen chloride in 1,4-dioxane (20 mL) and stirred at room temperature for 3 h. The resulted solution is concentrated in vacuo and suspended in ethyl acetate (200 mL) and treated with 2 N aqueous sodium hydroxide (70 mL). The organic layer is washed with brine, dried over ...